Dataset: the Open Reaction Database (ORD), a public repository of structured organic reaction records. Task: describe an organic reaction: reactants, conditions, products, and yield Starting materials: CCOC(C)=O, CCCCCC, CCCC=Cc1c(C(C)C)nc(C(C)C)c(C(=O)OCC)c1-c1ccc(CC)cc1. The product is CCCC=Cc1c(C(C)C)nc(C(C)C)c(CO)c1-c1ccc(CC)cc1. RXN SMILES: [C:37]([O:38][CH2:39][CH3:40])(=[O:41])[CH3:42].[CH3:31][CH2:32][CH2:33][CH2:34][CH2:35][CH3:36].[CH:1]([CH3:2])([CH3:3])[c:4]1[n:5][c:6]([CH:28]([CH3:29])[CH3:30])[c:7]([CH:23]=[CH:24][CH2:25][CH2:26][CH3:27])[c:8](-[c:15]2[cH:16][cH:17][c:18]([CH2:21][CH3:22])[cH:19][cH:20]2)[c:9]1[C:10](=[O:11])[O:12][CH2:13][CH3:14]>>[CH:1]([CH3:2])([CH3:3])[c:4]1[n:5][c:6]([CH:28]([CH3:29])[CH3:30])[c:7]([CH:23]=[CH:24][CH2:25][CH2:26][CH3:27])[c:8](-[c:15]2[cH:16][cH:17][c:18]([CH2:21][CH3:22])[cH:19][cH:20]2)[c:9]1[CH2:10][OH:11]. Starting materials: ClC=1C=CC(=C(C(=O)C2=C(C=CC=C2F)F)C1)N1C(=NN=C1CN(C)C)CO (5-chloro-2',6'-difluoro-2-[3-(hydroxymethyl)-5-[(dimethylamino)methyl]-4H-1,2,4-triazol-4-yl]benzophenone), C1(=CC=C(C=C1)S(=O)(=O)Cl)C (p-toluenesulfonyl chloride), C(C#C)N (propargylamine). Yields the product ClC=1C=CC(=C(C(=O)C2=C(C=CC=C2F)F)C1)N1C(=NN=C1CN(C)C)CNCC#C (5-chloro-2',6'-difluoro-2-[3-[[(2-propynyl)amino]methyl]-5-[(dimethylamino)methyl]-4H-1,2,4-triazol-4-yl]benzophenone). Reaction SMILES: [Cl:1][C:2]1[CH:3]=[CH:4][C:5]([N:18]2[C:22]([CH2:23][N:24]([CH3:26])[CH3:25])=[N:21][N:20]=[C:19]2[CH2:27]O)=[C:6]([CH:17]=1)[C:7]([C:9]1[C:14]([F:15])=[CH:13][CH:12]=[CH:11][C:10]=1[F:16])=[O:8].C1(C)C=CC(S(Cl)(=O)=O)=CC=1.[CH2:40]([NH2:43])[C:41]#[CH:42]>>[Cl:1][C:2]1[CH:3]=[CH:4][C:5]([N:18]2[C:22]([CH2:23][N:24]([CH3:26])[CH3:25])=[N:21][N:20]=[C:19]2[CH2:27][NH:43][CH2:40][C:41]#[CH:42])=[C:6]([CH:17]=1)[C:7]([C:9]1[C:14]([F:15])=[CH:13][CH:12]=[CH:11][C:10]=1[F:16])=[O:8]. Procedure: In the manner given in Example 47, 5-chloro-2',6'-difluoro-2-[3-(hydroxymethyl)-5-[(dimethylamino)methyl]-4H-1,2,4-triazol-4-yl]benzophenone is treated first with p-toluenesulfonyl chloride followed by propargylamine, to give 5-chloro-2',6'-difluoro-2-[3-[[(2-propynyl)amino]methyl]-5-[(dimethylamino)methyl]-4H-1,2,4-triazol-4-yl]benzophenone. Starting materials: [H-].C(C(C)C)[Al+]CC(C)C (diisobutylaluminium hydride), COC1=CC2=C(SC(=C2)C#N)C=C1OC (5,6-Dimethoxy-benzo[b]thiophene-2-carbonitrile), Cl (hydrochloric acid), CO (methanol). Solvent: C1(=CC=CC=C1)C (toluene), C1(=CC=CC=C1)C (toluene). Conditions: temperature -5 celsius, time 15 minute. Product: COC1=CC2=C(SC(=C2)C=O)C=C1OC (5,6-dimethoxy-benzo[b]thiophene-2-carboxaldehyde). Reaction SMILES: [CH3:1][O:2][C:3]1[C:13]([O:14][CH3:15])=[CH:12][C:6]2[S:7][C:8]([C:10]#N)=[CH:9][C:5]=2[CH:4]=1.[H-].C([Al+]CC(C)C)C(C)C.C[OH:27].Cl>C1(C)C=CC=CC=1>[CH3:1][O:2][C:3]1[C:13]([O:14][CH3:15])=[CH:12][C:6]2[S:7][C:8]([CH:10]=[O:27])=[CH:9][C:5]=2[CH:4]=1 |f:1.2|. Procedure: 5,6-Dimethoxy-benzo[b]thiophene-2-carbonitrile (2.0 g) was suspended in dry toluene (40 ml) under an atmosphere of nitrogen. The reaction mixture was cooled to -5° C. and treated dropwise with a solution of diisobutylaluminium hydride in toluene (1.5M, 13 ml). After 30 minutes the solution was treated with methanol (5 ml) then poured into hydrochloric acid (1M, 200 ml) and stirred for 15 minutes. The resultant solution was extracted into dichloromethane (4×100 ml) then the organic extracts were ... Reactants: O=C([O-])[O-], CN(C)C=O, CCOC(C)=O, Cc1ccc(S(=O)(=O)OCC2COC(C)(C)O2)cc1, [K+], [K+], O=[N+]([O-])c1cc[nH]n1. The product is CC1(C)OCC(Cn2ccc([N+](=O)[O-])n2)O1. Reaction SMILES: [C:28](=[O:29])([O-:30])[O-:31].[CH3:34][N:35]([CH3:36])[CH:37]=[O:38].[CH3:39][CH2:40][O:41][C:42](=[O:43])[CH3:44].[CH3:9][C:10]1([CH3:27])[O:11][CH2:12][CH:13]([CH2:15][O:16][S:17]([c:18]2[cH:19][cH:20][c:21]([CH3:22])[cH:23][cH:24]2)(=[O:25])=[O:26])[O:14]1.[K+:32].[K+:33].[N+:1](=[O:2])([O-:3])[c:4]1[n:5][nH:6][cH:7][cH:8]1>>[N+:1](=[O:2])([O-:3])[c:4]1[n:5][n:6]([CH2:15][CH:13]2[CH2:12][O:11][C:10]([CH3:9])([CH3:27])[O:14]2)[cH:7][cH:8]1. Reactants: N1N=CC=C1 (pyrazole), C(C)(C)C=CN(C(=O)Cl)C(C)(C)C (N-(2-isopropylvinyl)-N-tert.-butylcarbamyl chloride), C([O-])([O-])=O.[K+].[K+] (potassium carbonate). The reagents and catalysts are CN(C1=CC=NC=C1)C (4-dimethylaminopyridine). Solvent: C(Cl)Cl (methylene chloride). Reaction conditions: temperature 40 celsius, time 10 hour. Yields the product C(C)(C)C=CN(C(=O)N1N=CC=C1)C(C)(C)C (1-(N-(2-isopropylvinyl)-N-tert.-butylcarbamyl)-pyrazole). Yield: 64.4%. RXN SMILES: [NH:1]1[CH:5]=[CH:4][CH:3]=[N:2]1.[CH:6]([CH:9]=[CH:10][N:11]([C:15]([CH3:18])([CH3:17])[CH3:16])[C:12](Cl)=[O:13])([CH3:8])[CH3:7].C(=O)([O-])[O-].[K+].[K+]>CN(C)C1C=CN=CC=1.C(Cl)Cl>[CH:6]([CH:9]=[CH:10][N:11]([C:15]([CH3:17])([CH3:16])[CH3:18])[C:12]([N:1]1[CH:5]=[CH:4][CH:3]=[N:2]1)=[O:13])([CH3:8])[CH3:7] |f:2.3.4|. Reported procedure: 27.2 g (0.2 mole) of pyrazole, 1 g of 4-dimethylaminopyridine and 40.6 g (0.2 mole) of N-(2-isopropylvinyl)-N-tert.-butylcarbamyl chloride are added in succession to a suspension of 42 g of potassium carbonate in 150 ml of dry methylene chloride at 20° C. The mixture is stirred for 10 hours at 40° C., after which the resulting precipitate is filtered off under suction and washed with 200 ml of methylene chloride. The filtrate is washed with three times 80 ml of water, dried over Na2SO4 and evapo... Product: COC(=O)CC(=O)OC. The reactants are C=O, COCC(=O)OC, COC(=O)CCl, COC(C)=O. Reaction SMILES: [C:1]=[O:2].[CH3:14][O:15][C:16](=[O:17])[CH2:18][O:19][CH3:20].[CH3:3][O:4][C:5]([CH2:6][Cl:7])=[O:8].[CH3:9][O:10][C:11]([CH3:12])=[O:13]>>[CH3:3][O:4][C:5]([CH2:6][C:11]([O:10][CH3:9])=[O:13])=[O:8]. Starting materials: ClC1=C(C(=O)NC(=O)NC2=CC=C(C=C2)Cl)C(=CC=C1)Cl (N-(2,6-dichlorobenzoyl)-N'-(p-chlorophenyl)-urea), C(C(=O)Cl)(=O)Cl (oxalylchloride), NC(=O)N (urea), Cl (hydrochloric acid). The solvent is ClCCCl (1,2-dichloroethane). Product: ClC1=C(C(=O)N2C(N(CC2=O)C2=CC=C(C=C2)Cl)=O)C(=CC=C1)Cl (3-(2,6-dichlorobenzoyl)-1-(p-chlorophenyl)-hydantoin). As a reaction SMILES: [Cl:1][C:2]1[CH:20]=[CH:19][CH:18]=[C:17]([Cl:21])[C:3]=1[C:4]([NH:6][C:7]([NH:9][C:10]1[CH:15]=[CH:14][C:13]([Cl:16])=[CH:12][CH:11]=1)=[O:8])=[O:5].[C:22](Cl)(=O)[C:23](Cl)=[O:24].NC(N)=O.Cl>ClCCCl>[Cl:1][C:2]1[CH:20]=[CH:19][CH:18]=[C:17]([Cl:21])[C:3]=1[C:4]([N:6]1[C:23](=[O:24])[CH2:22][N:9]([C:10]2[CH:11]=[CH:12][C:13]([Cl:16])=[CH:14][CH:15]=2)[C:7]1=[O:8])=[O:5]. Reported procedure: 10.3 g of N-(2,6-dichlorobenzoyl)-N'-(p-chlorophenyl)-urea are boiled in 100 ml of dry 1,2-dichloroethane containing 3 ml of oxalylchloride for 24 hours. The urea dissolves with the evolution of hydrochloric acid. After concentration by evaporation and after the addition of 25 ml of ligroin the residue becomes crystalline. The substance mauy be recrystallized from 30 mls of benzene. Melting point 157° C. Yield 8 g. Reactants: CC1=C2C=NNC2=CC=C1O (4-methyl-1H-indazol-5-ol), O[C@H]1CCC([C@H](C1)N1C(C2=CC=CC=C2C1=O)=O)(C)C (cis-2-(5-hydroxy-2,2-dimethylcyclohexyl)-1H-isoindole-1,3(2H)-dione), C(#N)C=P(CCCC)(CCCC)CCCC (cyanomethylenetri-n-butylphosphorane). Run in C1(=CC=CC=C1)C (toluene). Reaction conditions: temperature 100 celsius, time 7 hour. Product: CC1([C@H](C[C@@H](CC1)OC=1C(=C2C=NNC2=CC1)C)N1C(C2=CC=CC=C2C1=O)=O)C (trans-2-{2,2-dimethyl-5-[(4-methyl-1H-indazol-5-yl)oxy]cyclohexyl}-1H-isoindole-1,3(2H)-dione). Yield: 59.5%. Reaction SMILES: [CH3:1][C:2]1[C:10]([OH:11])=[CH:9][CH:8]=[C:7]2[C:3]=1[CH:4]=[N:5][NH:6]2.O[C@@H:13]1[CH2:18][C@H:17]([N:19]2[C:27](=[O:28])[C:26]3[C:21](=[CH:22][CH:23]=[CH:24][CH:25]=3)[C:20]2=[O:29])[C:16]([CH3:31])([CH3:30])[CH2:15][CH2:14]1.C(C=P(CCCC)(CCCC)CCCC)#N>C1(C)C=CC=CC=1>[CH3:30][C:16]1([CH3:31])[CH2:15][CH2:14][C@@H:13]([O:11][C:10]2[C:2]([CH3:1])=[C:3]3[C:7](=[CH:8][CH:9]=2)[NH:6][N:5]=[CH:4]3)[CH2:18][C@@H:17]1[N:19]1[C:27](=[O:28])[C:26]2[C:21](=[CH:22][CH:23]=[CH:24][CH:25]=2)[C:20]1=[O:29]. Reported procedure: To a solution of the 4-methyl-1H-indazol-5-ol (500 mg, 1.83 mmol) obtained in Example 402 in toluene (8 ml) were added cis-2-(5-hydroxy-2,2-dimethylcyclohexyl)-1H-isoindole-1,3(2H)-dione (400 mg, 1.5 mmol) and cyanomethylenetri-n-butylphosphorane (494 mg, 2.1 mmol) at room temperature, and the resulting mixture was heated to 100° C. After stirring for 7 hours, the reaction solution was concentrated under reduced pressure and the resulting residue was dissolved in chloroform and washed with a 1M-... Reactants: C=CB(OCCCC)OCCCC, COCOc1c(F)cc(C(=O)OC)cc1Br, Cc1ccccc1, [Na+], [Na+], O=C([O-])[O-], Cl[Pd]Cl, c1ccc(P(c2ccccc2)c2ccccc2)cc1, c1ccc(P(c2ccccc2)c2ccccc2)cc1. The product is C=Cc1cc(C(=O)OC)cc(F)c1OCOC. As a reaction SMILES: [CH2:17]([CH2:18][CH2:28][CH3:29])[O:19][B:20]([CH:21]=[CH2:22])[O:23][CH2:24][CH2:25][CH2:26][CH3:27].[CH3:1][O:2][C:3]([c:4]1[cH:5][c:6]([Br:15])[c:7]([O:11][CH2:12][O:13][CH3:14])[c:8]([F:10])[cH:9]1)=[O:16].[CH3:36][c:37]1[cH:38][cH:39][cH:40][cH:41][cH:42]1.[Na+:30].[Na+:31].[O-:32][C:33](=[O:34])[O-:35].[Pd:43]([Cl:44])[Cl:45].[c:46]1([P:47]([c:48]2[cH:49][cH:50][cH:51][cH:52][cH:53]2)[c:54]2[cH:55][cH:56][cH:57][cH:58][cH:59]2)[cH:60][cH:61][cH:62][cH:63][cH:64]1.[c:65]1([P:66]([c:67]2[cH:68][cH:69][cH:70][cH:71][cH:72]2)[c:73]2[cH:74][cH:75][cH:76][cH:77][cH:78]2)[cH:79][cH:80][cH:81][cH:82][cH:83]1>>[CH3:1][O:2][C:3]([c:4]1[cH:5][c:6]([CH:17]=[CH2:18])[c:7]([O:11][CH2:12][O:13][CH3:14])[c:8]([F:10])[cH:9]1)=[O:16].